Dataset: the Open Reaction Database (ORD), a public repository of structured organic reaction records. Task: describe an organic reaction: reactants, conditions, products, and yield Yields the product COc1ccc2cc(-c3ccnc(OCCF)n3)sc2c1. The reactants are COc1ccc2cc(-c3ccnc(Cl)n3)sc2c1, OCCF, [H-], [Na+], C1CCOC1, O. As a reaction SMILES: [Cl:7][c:8]1[n:9][cH:10][cH:11][c:12](-[c:14]2[s:15][c:16]3[c:17]([cH:18]2)[cH:19][cH:20][c:21]([O:23][CH3:24])[cH:22]3)[n:13]1.[F:1][CH2:2][CH2:3][OH:4].[H-:5].[Na+:6].[O:26]1[CH2:27][CH2:28][CH2:29][CH2:30]1.[OH2:25]>>[F:1][CH2:2][CH2:3][O:4][c:8]1[n:9][cH:10][cH:11][c:12](-[c:14]2[s:15][c:16]3[c:17]([cH:18]2)[cH:19][cH:20][c:21]([O:23][CH3:24])[cH:22]3)[n:13]1. Reactants: COC(=O)c1ccccc1S(=O)(=O)NC(=O)Nc1nc(C)cc(COC2CCCCO2)n1, CC(C)=O, Cl. The product is COC(=O)c1ccccc1S(=O)(=O)NC(=O)Nc1nc(C)cc(CO)n1. RXN SMILES: [CH3:1][c:2]1[n:3][c:4]([NH:16][C:17](=[O:18])[NH:19][S:20](=[O:21])(=[O:22])[c:23]2[c:24]([C:25](=[O:26])[O:27][CH3:28])[cH:29][cH:30][cH:31][cH:32]2)[n:5][c:6]([CH2:8][O:9][CH:10]2[CH2:11][CH2:12][CH2:13][CH2:14][O:15]2)[cH:7]1.[CH3:34][C:35](=[O:36])[CH3:37].[ClH:33]>>[CH3:1][c:2]1[n:3][c:4]([NH:16][C:17](=[O:18])[NH:19][S:20](=[O:21])(=[O:22])[c:23]2[c:24]([C:25](=[O:26])[O:27][CH3:28])[cH:29][cH:30][cH:31][cH:32]2)[n:5][c:6]([CH2:8][OH:9])[cH:7]1. The reactants are C(C)(=O)O[C@@H](C(=O)O)CC1=CC=CC=C1 ((R)-2-acetoxy-3-phenylpropanoic acid), N1=CC=CC=C1 (Pyridine), N1=C(F)N=C(F)N=C1F (cyanuric fluoride). Solvent: C(Cl)Cl (DCM), C(Cl)Cl (DCM). Reaction conditions: time 1 hour. Yields the product C(C)(=O)O[C@@H](C(=O)F)CC1=CC=CC=C1 ((R)-1-fluoro-1-oxo-3-phenylpropan-2-yl acetate). Isolated yield 88.1%. Reaction SMILES: [C:1]([O:4][C@H:5]([CH2:9][C:10]1[CH:15]=[CH:14][CH:13]=[CH:12][CH:11]=1)[C:6](O)=[O:7])(=[O:3])[CH3:2].N1C=CC=CC=1.N1C(F)=NC(F)=NC=1[F:24]>C(Cl)Cl>[C:1]([O:4][C@H:5]([CH2:9][C:10]1[CH:15]=[CH:14][CH:13]=[CH:12][CH:11]=1)[C:6]([F:24])=[O:7])(=[O:3])[CH3:2]. Procedure details: (R)-2-acetoxy-3-phenylpropanoic acid 11.1.C (1170 mg, 5619 μmol) was azeotroped and dissolved in DCM under nitrogen. Pyridine (454 μl, 5619 μmol) was added followed by cyanuric fluoride (1423 μl, 16858 μmol) at −20° C. After 1 h, reaction was worked up with ice and DCM to afford 1.04 g (88%) crude (R)-1-fluoro-1-oxo-3-phenylpropan-2-yl acetate 11.1.D. The crude was directly used for next step. Reactants: CC1=C(C(=NO1)C1=CC=CC=C1)C=1N=C2N(C=CC(=C2)C(=O)O)C1 (2-(5-methyl-3-phenyl-isoxazol-4-yl)-imidazo[1,2-a]pyridine-7-carboxylic acid), NCCN1CCOCC1 (N-(2-aminoethyl)morpholine). The product is N1(CCOCC1)CCNC(=O)C1=CC=2N(C=C1)C=C(N2)C=2C(=NOC2C)C2=CC=CC=C2 (2-(5-Methyl-3-phenyl-isoxazol-4-yl)-imidazo[1,2-a]pyridine-7-carboxylic acid (2-morpholin-4-yl-ethyl)-amide). The yield is 48.0%. As a reaction SMILES: [CH3:1][C:2]1[O:6][N:5]=[C:4]([C:7]2[CH:12]=[CH:11][CH:10]=[CH:9][CH:8]=2)[C:3]=1[C:13]1[N:14]=[C:15]2[CH:20]=[C:19]([C:21](O)=[O:22])[CH:18]=[CH:17][N:16]2[CH:24]=1.[NH2:25][CH2:26][CH2:27][N:28]1[CH2:33][CH2:32][O:31][CH2:30][CH2:29]1>>[N:28]1([CH2:27][CH2:26][NH:25][C:21]([C:19]2[CH:18]=[CH:17][N:16]3[CH:24]=[C:13]([C:3]4[C:4]([C:7]5[CH:12]=[CH:11][CH:10]=[CH:9][CH:8]=5)=[N:5][O:6][C:2]=4[CH3:1])[N:14]=[C:15]3[CH:20]=2)=[O:22])[CH2:33][CH2:32][O:31][CH2:30][CH2:29]1. Procedure details: As described for Example 11b, 2-(5-methyl-3-phenyl-isoxazol-4-yl)-imidazo[1,2-a]pyridine-7-carboxylic acid (64 mg, 0.2 mmol) was converted, using N-(2-aminoethyl)morpholine instead of aminomethylcyclopropane, to the title compound (41 mg, 48%) which was obtained as a light yellow foam. MS: m/e=432.5 [M+H]+. Reactants: c1ccc(CN2CCC(N3CCCCC3)C2)cc1, CCO, Cl, [OH-], [OH-], [Pd+2]. Product: Cl, C1CCN(C2CCNC2)CC1. RXN SMILES: [CH2:1]([c:2]1[cH:3][cH:4][cH:5][cH:6][cH:7]1)[N:8]1[CH2:9][CH:10]([N:13]2[CH2:14][CH2:15][CH2:16][CH2:17][CH2:18]2)[CH2:11][CH2:12]1.[CH3:20][CH2:21][OH:22].[ClH:19].[OH-:23].[OH-:24].[Pd+2:25]>>[ClH:19].[NH:8]1[CH2:9][CH:10]([N:13]2[CH2:14][CH2:15][CH2:16][CH2:17][CH2:18]2)[CH2:11][CH2:12]1. Reactants: C1(=CC=CC=C1)N1N=C(C2=C(C(=CC=C12)C)CCC(=O)N1CCNCC1)C1=CC=CC=C1 (1-N-phenylpiperazinocarbonylethyl-3-phenyl-5-methylindazole), C1(=CC=CC=C1)N1CCNCC1 (N-phenyl-piperazine), [H-].[Al+3].[Li+].[H-].[H-].[H-] (lithium aluminum hydride), OC(=O)C(C)C1=C2C(=NNC2=CC=C1C)C1=CC=CC=C1 (1-hydroxycarbonylethyl-3-phenyl-5-methylindazole), C(OCC)(=O)Cl (ethyl chlorocarbonate). The product is Cl.C1(=CC=CC=C1)N1N=C(C2=C(C(=C(C=C12)N1CCNCC1)C)CCC)C1=CC=CC=C1 (1-N-phenylpiperazino-propyl-3-phenyl-5-methylindazole hydrochloride). As a reaction SMILES: [C:1]1([N:7]2[C:15]3[C:10](=[C:11]([CH2:17][CH2:18][C:19](N4CCNCC4)=O)[C:12]([CH3:16])=[CH:13][CH:14]=3)[C:9]([C:27]3[CH:32]=[CH:31][CH:30]=[CH:29][CH:28]=3)=[N:8]2)[CH:6]=[CH:5][CH:4]=[CH:3][CH:2]=1.OC(C(C1C(C)=CC=C2C=1C(C1C=CC=CC=1)=NN2)C)=O.C([Cl:59])(=O)OCC.C1([N:66]2[CH2:71][CH2:70][NH:69][CH2:68][CH2:67]2)C=CC=CC=1.[H-].[Al+3].[Li+].[H-].[H-].[H-]>>[ClH:59].[C:1]1([N:7]2[C:15]3[C:10](=[C:11]([CH2:17][CH2:18][CH3:19])[C:12]([CH3:16])=[C:13]([N:66]4[CH2:71][CH2:70][NH:69][CH2:68][CH2:67]4)[CH:14]=3)[C:9]([C:27]3[CH:28]=[CH:29][CH:30]=[CH:31][CH:32]=3)=[N:8]2)[CH:6]=[CH:5][CH:4]=[CH:3][CH:2]=1 |f:4.5.6.7.8.9,10.11|. Reported procedure: Oily 1-N-phenylpiperazinocarbonylethyl-3-phenyl-5-methylindazole (4.0 g) which had been prepared by reacting in order 1-hydroxycarbonylethyl-3-phenyl-5-methylindazole with ethyl chlorocarbonate and N-phenyl-piperazine was treated with the use of lithium aluminum hydride (1.2 g) by the procedure similar to that described in Example 27 to obtain 6.1 g of 1-N-phenylpiperazino-propyl-3-phenyl-5-methylindazole hydrochloride having a melting point between 195°-200° C after recrystallization from ethan...